Dataset: the Open Reaction Database (ORD), a public repository of structured organic reaction records. Task: describe an organic reaction: reactants, conditions, products, and yield The reactants are [OH-].[Na+] (NaOH), C(C=1C(O)=CC=CC1)(=O)OCC (ethyl salicylate), C(CCC)Br (butyl bromide), C([O-])([O-])=O.[K+].[K+] (potassium carbonate). The solvent is CCO (EtOH), CC(CC)=O (2-Butanone). Reaction conditions: temperature 25 celsius, time 2 hour. The product is C(CCC)OC1=C(C(=O)O)C=CC=C1 (2-Butoxy-benzoic acid). Isolated yield 70.0%. As a reaction SMILES: [C:1]([O:10]CC)(=[O:9])[C:2]1[C:3](=[CH:5][CH:6]=[CH:7][CH:8]=1)[OH:4].[CH2:13](Br)[CH2:14][CH2:15][CH3:16].C(=O)([O-])[O-].[K+].[K+].[OH-].[Na+]>CC(=O)CC.CCO>[CH2:13]([O:4][C:3]1[CH:5]=[CH:6][CH:7]=[CH:8][C:2]=1[C:1]([OH:10])=[O:9])[CH2:14][CH2:15][CH3:16] |f:2.3.4,5.6|. Procedure: Under N2, the mixture of ethyl salicylate (4.16 g, 25 mmol), butyl bromide (4.80 g, 3.77 ml, 35 mmol) and potassium carbonate (4.15 g, 30 mmol) in dry 2-Butanone (100 ml) was heated to reflux for 48 h. After the reaction mixture cooled down to 25° C., the suspended inorganic salt was removed by filtration. The concentration of the resulting solution by rotary evaporation yielded pale yellowish syrup, which was then mixed with 2N NaOH (18 ml, 36 mmol) and EtOH (30 ml). After this mixture was stir... Isolated yield 77.0%. Conditions: temperature -78 celsius, time 3 hour. Procedure details: To a solution of 0.38 g (0.90 mmol) of 5 in anhydrous THF (5 mL) was added dropwise at −78° C. a 1.0M solution of 1.9 mL (1.90 mmol) of 1,1-dimethylpropyl magnesium chloride in THF, and the mixture was stirred for 3 hours at −78° C. The solution was poured over saturated ammonium chloride (50 mL) and extracted with EtOAc (2×100 mL). The organic phase was dried (MgSO4) and evaporated to a clear oil which was subject to column chromatography (EtOAc/Hexanes, 1:4) to yield 0.31 g (74.5%) of 6 as a c... The reactants are [Cl-].[NH4+] (ammonium chloride), COC(C(N1C(CCCC1)C(C(CCC1=CC=CC=C1)CCC1=CC=CC=C1)=O)=O)=O (Oxo-[2-(2-phenethyl-4-phenyl-butyryl)-piperidin-1-yl]-acetic acid methyl ester), solution, CC(CC)(C)[Mg]Cl (1,1-dimethylpropyl magnesium chloride). The product is CC(C(C(=O)N1C(CCCC1)C(C(CCC1=CC=CC=C1)CCC1=CC=CC=C1)=O)=O)(C)C (3,3-Dimethyl-1-[2-(2-phenethyl-4-phenyl-butyryl)-piperidin-1-yl]-butane-1,2-dione). As a reaction SMILES: C[O:2][C:3](=O)[C:4](=[O:30])[N:5]1[CH2:10][CH2:9][CH2:8][CH2:7][CH:6]1[C:11](=[O:29])[CH:12]([CH2:21][CH2:22][C:23]1[CH:28]=[CH:27][CH:26]=[CH:25][CH:24]=1)[CH2:13][CH2:14][C:15]1[CH:20]=[CH:19][CH:18]=[CH:17][CH:16]=1.[CH3:32][C:33]([Mg]Cl)([CH3:36])[CH2:34]C.[Cl-].[NH4+]>C1COCC1>[CH3:32][C:33]([CH3:36])([CH3:34])[C:3](=[O:2])[C:4]([N:5]1[CH2:10][CH2:9][CH2:8][CH2:7][CH:6]1[C:11](=[O:29])[CH:12]([CH2:21][CH2:22][C:23]1[CH:24]=[CH:25][CH:26]=[CH:27][CH:28]=1)[CH2:13][CH2:14][C:15]1[CH:20]=[CH:19][CH:18]=[CH:17][CH:16]=1)=[O:30] |f:2.3|. Solvent: C1CCOC1 (THF), C1CCOC1 (THF).